From a dataset of the Open Reaction Database (ORD), a public repository of structured organic reaction records. describe an organic reaction: reactants, conditions, products, and yield Starting materials: CCCC[Sn](CCCC)(CCCC)c1ccccn1, CSc1nc(N)nc(Br)c1C#N, CN(C)C=O, Cl[Pd]Cl, c1ccc(P(c2ccccc2)c2ccccc2)cc1, c1ccc(P(c2ccccc2)c2ccccc2)cc1. Product: CSc1nc(N)nc(-c2ccccn2)c1C#N. RXN SMILES: [CH2:13]([Sn:14]([CH2:15][CH2:16][CH2:17][CH3:24])([c:18]1[n:19][cH:20][cH:21][cH:22][cH:23]1)[CH2:25][CH2:26][CH2:27][CH3:28])[CH2:29][CH2:30][CH3:31].[NH2:1][c:2]1[n:3][c:4]([S:11][CH3:12])[c:5]([C:9]#[N:10])[c:6]([Br:8])[n:7]1.[O:32]=[CH:33][N:34]([CH3:35])[CH3:36].[Pd:37]([Cl:38])[Cl:39].[c:40]1([P:41]([c:42]2[cH:43][cH:44][cH:45][cH:46][cH:47]2)[c:48]2[cH:49][cH:50][cH:51][cH:52][cH:53]2)[cH:54][cH:55][cH:56][cH:57][cH:58]1.[c:59]1([P:60]([c:61]2[cH:62][cH:63][cH:64][cH:65][cH:66]2)[c:67]2[cH:68][cH:69][cH:70][cH:71][cH:72]2)[cH:73][cH:74][cH:75][cH:76][cH:77]1>>[NH2:1][c:2]1[n:3][c:4]([S:11][CH3:12])[c:5]([C:9]#[N:10])[c:6](-[c:18]2[n:19][cH:20][cH:21][cH:22][cH:23]2)[n:7]1. Reaction SMILES: [CH3:23][N:24]([CH3:25])[CH:26]=[O:27].[CH3:33][CH2:34][O:35][C:36]([CH3:37])=[O:38].[CH:6]([CH2:7][CH2:8][CH3:9])=[C:10]1[CH2:11][CH2:12][CH2:13][CH2:14][c:15]2[s:16][c:17]([C:20](=[O:21])[NH2:22])[cH:18][c:19]21.[Na+:32].[O-:28][C:29]([OH:30])=[O:31].[P:1]([Cl:2])([Cl:3])([Cl:4])=[O:5]>>[CH:6]([CH2:7][CH2:8][CH3:9])=[C:10]1[CH2:11][CH2:12][CH2:13][CH2:14][c:15]2[s:16][c:17]([C:20]#[N:22])[cH:18][c:19]21. Product: CCCC=C1CCCCc2sc(C#N)cc21. Starting materials: CN(C)C=O, CCOC(C)=O, CCCC=C1CCCCc2sc(C(N)=O)cc21, [Na+], O=C([O-])O, O=P(Cl)(Cl)Cl. Starting materials: [H-].[Na+] (NaH), BrC1=C2C(=CN=C1OC)NC=C2 (4-Bromo-5-methoxy-1H-pyrrolo[2,3-c]pyridine), ClCOCC[Si](C)(C)C ((2-Chloromethoxy-ethyl)-trimethyl-silane). Run in C1CCOC1 (THF), C1CCOC1 (THF). Conditions: temperature 23 celsius. Product: BrC1=C2C(=CN=C1OC)N(C=C2)COCC[Si](C)(C)C (4-Bromo-5-methoxy-1-(2-trimethylsilanyl-ethoxymethyl)-1H-pyrrolo[2,3-c]pyridine), crystalline product. Yield: 54.8%. RXN SMILES: [H-].[Na+].[Br:3][C:4]1[C:9]([O:10][CH3:11])=[N:8][CH:7]=[C:6]2[NH:12][CH:13]=[CH:14][C:5]=12.Cl[CH2:16][O:17][CH2:18][CH2:19][Si:20]([CH3:23])([CH3:22])[CH3:21]>C1COCC1>[Br:3][C:4]1[C:9]([O:10][CH3:11])=[N:8][CH:7]=[C:6]2[N:12]([CH2:16][O:17][CH2:18][CH2:19][Si:20]([CH3:23])([CH3:22])[CH3:21])[CH:13]=[CH:14][C:5]=12 |f:0.1|. Procedure: To a suspension of NaH (0.238 g, 5.95 mmol, 1.3 eq, 60%) in THF at 0° C. was added a solution of 4-Bromo-5-methoxy-1H-pyrrolo[2,3-c]pyridine (1.05 g, 4.62 mmol) in THF and the solution stirred until no effervescence was observed (approx. 5 minutes). To the reaction mixture was added (2-Chloromethoxy-ethyl)-trimethyl-silane (1.00 mL, 5.64 mmol, 1.2 eq) and the solution was warmed to 23° C. and stirred for 16 hr. The reaction was quenched using sat'd NaHCO3 (aq) and most of the THF removed under r... Reactants: C1=CC(=CC(=C1)Cl)C(=O)OO (mCPBA), C(#N)C1=CC=C(OCC(CN2CC3CN(CC(C2)C3)C(=O)OC(C)(C)C)O)C=C1 (tert-butyl 7-[3-(4-cyanophenoxy)-2-hydroxypropyl]-3,7-diazabicyclo-[3.3.1]nonane-3-carboxylate). Run in C(Cl)Cl (DCM). Conditions: time 1 hour. The product is C(C)(C)(C)OC(=O)N1CC2C[N+](CC(C1)C2)([O-])CC(COC2=CC=C(C=C2)C#N)O (7-(tert-Butyloxycarbonyl)-3-[3-(4-cyanophenoxy)-2-hydroxypropyl]-7-aza-3-azoniabicyclo[3.3.1 ]nonan-3-olate). Isolated yield 98.0%. As a reaction SMILES: C1C=C(Cl)C=C(C(OO)=[O:9])C=1.[C:12]([C:14]1[CH:40]=[CH:39][C:17]([O:18][CH2:19][CH:20]([OH:38])[CH2:21][N:22]2[CH2:29][CH:28]3[CH2:30][CH:24]([CH2:25][N:26]([C:31]([O:33][C:34]([CH3:37])([CH3:36])[CH3:35])=[O:32])[CH2:27]3)[CH2:23]2)=[CH:16][CH:15]=1)#[N:13]>C(Cl)Cl>[C:34]([O:33][C:31]([N:26]1[CH2:25][CH:24]2[CH2:30][CH:28]([CH2:29][N+:22]([CH2:21][CH:20]([OH:38])[CH2:19][O:18][C:17]3[CH:16]=[CH:15][C:14]([C:12]#[N:13])=[CH:40][CH:39]=3)([O-:9])[CH2:23]2)[CH2:27]1)=[O:32])([CH3:35])([CH3:36])[CH3:37]. Reported procedure: mCPBA (300 mg; 70%; 1.22 mmol) was added to a stirred solution of tert-butyl 7-[3-(4-cyanophenoxy)-2-hydroxypropyl]-3,7-diazabicyclo-[3.3.1]nonane-3-carboxylate (490 mg; 1.22 mmol; see Example 2 above) in DCM (10 mL) at 0° C. The reaction mixture was stirred for 1 h and then washed with NaHCO3 (aq.). The organic layer separated, dried, concentrated and subjected to column chromatography (DCM:MeOH; 19:1) to give the title compound in a 98% yield. Starting materials: FC1=C(C=O)C=C(C=C1)C(F)(F)F (2-fluoro-5-(trifluoromethyl)benzaldehyde), C(CS)(=O)OC (methyl thioglycolate), C([O-])([O-])=O.[K+].[K+] (potassium carbonate), CN(C)C=O (DMF). The solvent is O (water). Reaction conditions: temperature 60 celsius, time 2 hour. The product is FC(C1=CC2=C(SC(=C2)C(=O)OC)C=C1)(F)F (methyl 5-(trifluoromethyl)benzo[b]thiophene-2-carboxylate). Isolated yield 93.0%. Reaction SMILES: F[C:2]1[CH:9]=[CH:8][C:7]([C:10]([F:13])([F:12])[F:11])=[CH:6][C:3]=1[CH:4]=O.[C:14]([O:18][CH3:19])(=[O:17])[CH2:15][SH:16].C(=O)([O-])[O-].[K+].[K+].CN(C=O)C>O>[F:11][C:10]([F:13])([F:12])[C:7]1[CH:8]=[CH:9][C:2]2[S:16][C:15]([C:14]([O:18][CH3:19])=[O:17])=[CH:4][C:3]=2[CH:6]=1 |f:2.3.4|. Procedure: A mixture of 5.0 g of 2-fluoro-5-(trifluoromethyl)benzaldehyde, 3.3 g of methyl thioglycolate, 4.0 g of potassium carbonate and 50 ml of DMF was stirred at 60° C. for 2 hours, and then the reaction mixture was cooled to room temperature. To the reaction mixture was added water, and extracted with tert-butyl methyl ether 3 times. The combined organic layer was washed with water, followed by saturated aqueous sodium chloride solution. The mixture was dried over magnesium sulfate, and then concentr... Reactants: COC(=O)C=Cc1ccc(-c2ccc(CC(NC(=O)OC(C)(C)C)C(=O)O)cc2)cc1, CO, [H][H]. Product: COC(=O)CCc1ccc(-c2ccc(CC(NC(=O)OC(C)(C)C)C(=O)O)cc2)cc1. As a reaction SMILES: [CH3:1][O:2][C:3]([CH:4]=[CH:5][c:6]1[cH:7][cH:8][c:9](-[c:12]2[cH:13][cH:14][c:15]([CH2:18][CH:19]([C:20](=[O:21])[OH:22])[NH:23][C:24](=[O:25])[O:26][C:27]([CH3:28])([CH3:29])[CH3:30])[cH:16][cH:17]2)[cH:10][cH:11]1)=[O:31].[CH3:34][OH:35].[H:32][H:33]>>[CH3:1][O:2][C:3]([CH2:4][CH2:5][c:6]1[cH:7][cH:8][c:9](-[c:12]2[cH:13][cH:14][c:15]([CH2:18][CH:19]([C:20](=[O:21])[OH:22])[NH:23][C:24](=[O:25])[O:26][C:27]([CH3:28])([CH3:29])[CH3:30])[cH:16][cH:17]2)[cH:10][cH:11]1)=[O:31]. Product: N#Cc1cnc(Cl)c(Cl)c1, O=S(Cl)Cl. RXN SMILES: [Cl-:12].[Cl:1][c:2]1[c:3]([Cl:11])[n:4][cH:5][c:6]([C:7]([OH:8])=[O:9])[cH:10]1.[NH3:17].[S:13](=[O:14])([Cl:15])[Cl:16]>>[Cl:1][c:2]1[c:3]([Cl:11])[n:4][cH:5][c:6]([C:7]#[N:17])[cH:10]1.[S:13](=[O:14])([Cl:15])[Cl:16]. The reactants are [Cl-], O=C(O)c1cnc(Cl)c(Cl)c1, N, O=S(Cl)Cl.